Dataset: the Open Reaction Database (ORD), a public repository of structured organic reaction records. Task: describe an organic reaction: reactants, conditions, products, and yield The reactants are ClC1=NC(=CN=C1)C#N (2-Chloro-6-cyanopyrazine), CNC (dimethylamine), C(C)#N (acetonitrile), C1CCOC1 (THF). Run in O (water), C(C)(=O)OCC (ethyl acetate). Conditions: time 2 hour. Yields the product C(#N)C1=NC(=CN=C1)N(C)C (2-Cyano-6-dimethylaminopyrazine). The yield is 55.0%. As a reaction SMILES: Cl[C:2]1[CH:7]=[N:6][CH:5]=[C:4]([C:8]#[N:9])[N:3]=1.[CH3:10][NH:11][CH3:12].C(#N)C.C1COCC1>O.C(OCC)(=O)C>[C:8]([C:4]1[CH:5]=[N:6][CH:7]=[C:2]([N:11]([CH3:12])[CH3:10])[N:3]=1)#[N:9]. Reported procedure: 2-Chloro-6-cyanopyrazine (0.85 g, 6.09 mmol) and 1.67 N dimethylamine in acetonitrile (4.00 ml, 6.70 mmol) were added to THF (100 ml), and the mixture was stirred at room temperature for 2 hrs. The reaction mixture was combined with ethyl acetate and water. The organic layer was washed with saturated brine and dried over anhydrous magnesium sulfate. The solvent was evaporated to give the titled compound (0.50 g, 55%) as pale yellow crystals. Reactants: CCOC(C)=O, [H-], [Na+], O=C1NC(=O)C(c2ccccc2)(c2ccccc2)N1, C1CCOC1, O, O=C(Cl)c1cccc2ccccc12. As a reaction SMILES: [CH3:41][CH2:42][O:43][C:44](=[O:45])[CH3:46].[H-:20].[Na+:21].[O:1]=[C:2]1[NH:3][C:4](=[O:5])[C:6]([c:8]2[cH:9][cH:10][cH:11][cH:12][cH:13]2)([c:14]2[cH:15][cH:16][cH:17][cH:18][cH:19]2)[NH:7]1.[O:36]1[CH2:37][CH2:38][CH2:39][CH2:40]1.[OH2:35].[c:22]1([C:32](=[O:33])[Cl:34])[cH:23][cH:24][cH:25][c:26]2[cH:27][cH:28][cH:29][cH:30][c:31]12>>[O:1]=[C:2]1[N:3]([C:32]([c:22]2[cH:23][cH:24][cH:25][c:26]3[cH:27][cH:28][cH:29][cH:30][c:31]23)=[O:33])[C:4](=[O:5])[C:6]([c:8]2[cH:9][cH:10][cH:11][cH:12][cH:13]2)([c:14]2[cH:15][cH:16][cH:17][cH:18][cH:19]2)[NH:7]1. Yields the product O=C1NC(c2ccccc2)(c2ccccc2)C(=O)N1C(=O)c1cccc2ccccc12. The reactants are ClCC(C)=O (Chloroacetone), C([O-])([O-])=O.[K+].[K+] (potassium carbonate), C(#N)C(C(=S)SC1=CC=C(C=C1)F)C(=O)C1=CC=C(C=C1)F (4-Fluorophenyl 2-cyano-3-(4-fluorophenyl)-3-oxopropanedithioate). Solvent: CN(C)C=O (DMF), CCOCC (Et2O), O (H2O). Run at temperature 50 celsius. Yields the product C(C)(=O)C1=C(C(=C(S1)SC1=CC=C(C=C1)F)C#N)C1=CC=C(C=C1)F (5-Acetyl-4-(4-fluorophenyl)-2-(4-fluorophenylthio)thiophene-3-carbonitrile). The yield is 45.0%. As a reaction SMILES: Cl[CH2:2][C:3](=[O:5])[CH3:4].C(=O)([O-])[O-].[K+].[K+].[C:12]([CH:14]([C:25]([C:27]1[CH:32]=[CH:31][C:30]([F:33])=[CH:29][CH:28]=1)=O)[C:15]([S:17][C:18]1[CH:23]=[CH:22][C:21]([F:24])=[CH:20][CH:19]=1)=[S:16])#[N:13]>CN(C=O)C.CCOCC.O>[C:3]([C:2]1[S:16][C:15]([S:17][C:18]2[CH:19]=[CH:20][C:21]([F:24])=[CH:22][CH:23]=2)=[C:14]([C:12]#[N:13])[C:25]=1[C:27]1[CH:28]=[CH:29][C:30]([F:33])=[CH:31][CH:32]=1)(=[O:5])[CH3:4] |f:1.2.3|. Reported procedure: Chloroacetone (0.100 mL, 1.26 mmol) was added dropwise to a stirred suspension of potassium carbonate (0.210 g, 1.52 mmol) and 4-fluorophenyl 2-cyano-3-(4-fluorophenyl)-3-oxopropanedithioate (0.20 g, 0.60 mmol) from step (ii) in DMF (2.5 mL). The reaction temperature was raised to 50° C. for 50 min. The reaction mixture was then diluted with Et2O and H2O. The organic layer was separated and washed with H2O and brine, dried over Na2SO4, and concentrated. The residue was purified by flash chromato... The reactants are O=C([O-])C=CC(=O)[O-], ClCc1ccccc1, c1ccc(C2CNCc3ccsc32)cc1. Product: c1ccc(CN2Cc3ccsc3C(c3ccccc3)C2)cc1. Reaction SMILES: [C:24]([O-:25])(=[O:26])[CH:27]=[CH:28][C:29]([O-:30])=[O:31].[Cl:1][CH2:2][c:3]1[cH:4][cH:5][cH:6][cH:7][cH:8]1.[c:9]1([CH:15]2[c:16]3[c:17]([cH:21][cH:22][s:23]3)[CH2:18][NH:19][CH2:20]2)[cH:10][cH:11][cH:12][cH:13][cH:14]1>>[CH2:2]([c:3]1[cH:4][cH:5][cH:6][cH:7][cH:8]1)[N:19]1[CH2:18][c:17]2[c:16]([s:23][cH:22][cH:21]2)[CH:15]([c:9]2[cH:10][cH:11][cH:12][cH:13][cH:14]2)[CH2:20]1.